From a dataset of the Open Reaction Database (ORD), a public repository of structured organic reaction records. describe an organic reaction: reactants, conditions, products, and yield Starting materials: C(C)OC1=CC=C(C(=N1)C)[N+](=O)[O-] (6-ethoxy-2-methyl-3-nitropyridine), COC(N(C)C)OC (N,N-dimethylformamide dimethylacetal). The solvent is CN(C=O)C (N,N-dimethylformamide). Product: C(C)OC1=CC=C(C(=N1)/C=C/N(C)C)[N+](=O)[O-] ((E)-2-(6-ethoxy-3-nitropyridin-2-yl)-N,N-dimethylethenamine). Reaction SMILES: [CH2:1]([O:3][C:4]1[N:9]=[C:8]([CH3:10])[C:7]([N+:11]([O-:13])=[O:12])=[CH:6][CH:5]=1)[CH3:2].CO[CH:16](OC)[N:17]([CH3:19])[CH3:18]>CN(C)C=O>[CH2:1]([O:3][C:4]1[N:9]=[C:8](/[CH:10]=[CH:16]/[N:17]([CH3:19])[CH3:18])[C:7]([N+:11]([O-:13])=[O:12])=[CH:6][CH:5]=1)[CH3:2]. Procedure: To a stirred solution of the compound prepared in Example 421 (1.88 g) in N,N-dimethylformamide (25 mL) was added N,N-dimethylformamide dimethylacetal (1.61 mL) at room temperature. The resulting purple solution was placed in an oil bath and heating was started to 140° C. The mixture was heated for 30 minutes, cooled to room temperature, the solvent evaporated in vacuo, coevaporated from methanol and dried further under high vacuum for 2 hours. This material was triturated in 1:1 hexane-ether an... Reactants: [NH4+].[Cl-] (NH4Cl), BrC=1C=CC(=C(C1)[C@@](CC(=O)OC)(C(F)F)N[S@@](=O)C(C)(C)C)F ((S)-methyl 3-(5-bromo-2-fluorophenyl)-3-((S)-1,1-dimethylethylsulfinamido)-4,4-difluorobutanoate), [BH4-].[Li+] (lithium borohydride), ice water, C(C)(=O)OCC (ethyl acetate). Run in O1CCCC1 (tetrahydrofuran). Run at temperature 23 celsius, time 16 hour. Product: BrC=1C=CC(=C(C1)[C@](C(F)F)(CCO)N[S@@](=O)C(C)(C)C)F ((S)—N—((S)-2-(5-bromo-2-fluorophenyl)-1,1-difluoro-4-hydroxybutan-2-yl)-2-methylpropane-2-sulfinamide). The yield is 53.0%. RXN SMILES: [Br:1][C:2]1[CH:3]=[CH:4][C:5]([F:24])=[C:6]([C@:8]([NH:17][S@:18]([C:20]([CH3:23])([CH3:22])[CH3:21])=[O:19])([CH:14]([F:16])[F:15])[CH2:9][C:10](OC)=[O:11])[CH:7]=1.[BH4-].[Li+].C(OCC)(=O)C.[NH4+].[Cl-]>O1CCCC1>[Br:1][C:2]1[CH:3]=[CH:4][C:5]([F:24])=[C:6]([C@@:8]([NH:17][S@:18]([C:20]([CH3:22])([CH3:21])[CH3:23])=[O:19])([CH2:9][CH2:10][OH:11])[CH:14]([F:16])[F:15])[CH:7]=1 |f:1.2,4.5|. Procedure details: (S)-methyl 3-(5-bromo-2-fluorophenyl)-3-((S)-1,1-dimethylethylsulfinamido)-4,4-difluorobutanoate (intermediate E3.1) (1.65 g, 3.83 mmol) was dissolved in tetrahydrofuran (80 ml) and lithium borohydride (668 mg, 30.7 mmol) was added at 5° C. in two portions. The turbid solution was stirred at 23° C. for 16 hours. The reaction mixture was poured into ice water and ethyl acetate was added. Saturated NH4Cl solution (50 ml) was added slowly and the mixture was stirred vigorously for 45 min until the ... The reactants are C1CCOC1, [Li]CCCC, CC(C)[N-]C(C)C, CC(C)NC(C)C, CI, [Li+], O, O=C1CCCCC1c1ccccc1. Product: CC1(c2ccccc2)CCCCC1=O. RXN SMILES: [CH2:36]1[O:37][CH2:38][CH2:39][CH2:40]1.[CH3:22][CH2:23][CH2:24][CH2:25][Li:26].[CH:14]([N-:15][CH:16]([CH3:17])[CH3:18])([CH3:19])[CH3:20].[CH:27]([NH:28][CH:29]([CH3:30])[CH3:31])([CH3:32])[CH3:33].[I:34][CH3:35].[Li+:21].[OH2:41].[c:1]1([CH:7]2[C:8](=[O:13])[CH2:9][CH2:10][CH2:11][CH2:12]2)[cH:2][cH:3][cH:4][cH:5][cH:6]1>>[c:1]1([C:7]2([CH3:14])[C:8](=[O:13])[CH2:9][CH2:10][CH2:11][CH2:12]2)[cH:2][cH:3][cH:4][cH:5][cH:6]1. Product: FC(C(F)(F)F)(C1=CC=C(C=C1)B(O)O)F (4-pentafluoroethylphenylboronic acid). As a reaction SMILES: C([Li])CCC.Br[C:7]1[CH:12]=[CH:11][C:10]([C:13]([F:19])([F:18])[C:14]([F:17])([F:16])[F:15])=[CH:9][CH:8]=1.[B:20](OC)([O:23]C)[O:21]C.Cl>O1CCCC1.C(OCC)C>[F:18][C:13]([F:19])([C:10]1[CH:11]=[CH:12][C:7]([B:20]([OH:23])[OH:21])=[CH:8][CH:9]=1)[C:14]([F:17])([F:16])[F:15]. Run at time 20 minute. Solvent: O1CCCC1 (tetrahydrofuran), C(C)OCC (diethyl ether). Yield: 71.2%. The reactants are solution, C(CCC)[Li] (n-butyllithium), BrC1=CC=C(C=C1)C(C(F)(F)F)(F)F (1-bromo-4-pentafluoroethylbenzene), B(OC)(OC)OC (trimethyl borate), Cl (hydrochloric acid). Procedure: A 1.5 M solution of n-butyllithium in tetrahydrofuran (0.57 mL) was added to a solution of 1-bromo-4-pentafluoroethylbenzene (180 mg, 0.65 mmol) in diethyl ether (1.0 mL) at −78° C., and the mixture was stirred for 20 minutes. Thereafter, trimethyl borate (101 mg, 3.28 mmol) was added and the mixture was stirred at −78° C. for 10 minutes and at room temperature for 30 minutes. 6 N aqueous hydrochloric acid (200 μL) was added to the reaction mixture, and the reaction was terminated. The mixture w... Reactants: CC1=C(C=NC=C1)N1C(NCC1)=O (1-(4-methyl-pyridin-3-yl)-imidazolidin-2-one), BrC1=CC(=CC=C1)Cl (1-bromo-3-chloro-benzene), N[C@H]1[C@@H](CCCC1)N (trans-1,2-diamino cyclohexane), P(=O)([O-])([O-])[O-].[K+].[K+].[K+] (potassium phosphate). Reagents/catalysts: [Cu](I)I (copper iodide). Run in O1CCOCC1 (1,4-dioxane). Yields the product ClC=1C=C(C=CC1)N1C(N(CC1)C=1C=NC=CC1C)=O (1-(3-Chloro-phenyl)-3-(4-methyl-pyridin-3-yl)-imidazolidin-2-one). Isolated yield 59.1%. Reaction SMILES: [CH3:1][C:2]1[CH:7]=[CH:6][N:5]=[CH:4][C:3]=1[N:8]1[CH2:12][CH2:11][NH:10][C:9]1=[O:13].Br[C:15]1[CH:20]=[CH:19][CH:18]=[C:17]([Cl:21])[CH:16]=1.N[C@@H]1CCCC[C@H]1N.P([O-])([O-])([O-])=O.[K+].[K+].[K+]>[Cu](I)I.O1CCOCC1>[Cl:21][C:17]1[CH:16]=[C:15]([N:10]2[CH2:11][CH2:12][N:8]([C:3]3[CH:4]=[N:5][CH:6]=[CH:7][C:2]=3[CH3:1])[C:9]2=[O:13])[CH:20]=[CH:19][CH:18]=1 |f:3.4.5.6|. Procedure details: Using the same reaction conditions as in Example 14, 1-(4-methyl-pyridin-3-yl)-imidazolidin-2-one (I-14b: 200 mg, 1.129 mmol) was reacted with 1-bromo-3-chloro-benzene (0.281 g, 1.471 mmol), 1,4-dioxane (20 mL), copper iodide (0.021 g, 0.110 mmol), trans-1,2-diamino cyclohexane (0.038 g, 0.333 mmol) and potassium phosphate (0.718 g, 3.386 mmol) to afford 192 mg of the product (59.25% yield). Reactants: ClC1=CC=C(C=C1)S(=O)(=O)NC(C(=O)NC1=CC=C(C=C1)CC(=O)OCC)CO ((RS)-2-(4-chlorobenzenesulfonylamino)-N-(4-(ethoxycarbonylmethyl)phenyl)-3-hydroxypropanamide), S(=O)(=O)(C)Cl (mesyl chloride). Product: ClC1=CC=C(C=C1)S(=O)(=O)NC(C(=O)NC1=CC=C(C=C1)CC(=O)OCC)COS(=O)(=O)C ((RS)-2-(4-chlorobenzenesulfonylamino)-N-(4-(ethoxycarbonylmethyl)phenyl)-3-methanesulfonyloxypropanamide). As a reaction SMILES: [Cl:1][C:2]1[CH:7]=[CH:6][C:5]([S:8]([NH:11][CH:12]([CH2:28][OH:29])[C:13]([NH:15][C:16]2[CH:21]=[CH:20][C:19]([CH2:22][C:23]([O:25][CH2:26][CH3:27])=[O:24])=[CH:18][CH:17]=2)=[O:14])(=[O:10])=[O:9])=[CH:4][CH:3]=1.[S:30](Cl)([CH3:33])(=[O:32])=[O:31]>>[Cl:1][C:2]1[CH:3]=[CH:4][C:5]([S:8]([NH:11][CH:12]([CH2:28][O:29][S:30]([CH3:33])(=[O:32])=[O:31])[C:13]([NH:15][C:16]2[CH:21]=[CH:20][C:19]([CH2:22][C:23]([O:25][CH2:26][CH3:27])=[O:24])=[CH:18][CH:17]=2)=[O:14])(=[O:9])=[O:10])=[CH:6][CH:7]=1. Procedure details: The procedure described in Example 65 was repeated, except that (RS)-2-(4-chlorobenzenesulfonylamino)-N-(4-(ethoxycarbonylmethyl)phenyl)-3-hydroxypropanamide (1.32 g) was reacted with mesyl chloride to obtain (RS)-2-(4-chlorobenzenesulfonylamino)-N-(4-(ethoxycarbonylmethyl)phenyl)-3-methanesulfonyloxypropanamide (1.04 g). Starting materials: CCOC(C)=O, CCN(C(C)C)C(C)C, Cc1cn(-c2ccc(C=C(CCCCl)C(=O)O)cc2F)cn1, Cl, O=C(O)C(F)(F)F, CC(O)C(N)c1ccc(F)c(F)c1, CN(C)C=O, On1nnc2ccccc21. RXN SMILES: [CH3:68][CH2:69][O:70][C:71](=[O:72])[CH3:73].[CH:1]([N:2]([CH2:3][CH3:4])[CH:5]([CH3:6])[CH3:7])([CH3:8])[CH3:9].[Cl:27][CH2:28][CH2:29][CH2:30][C:31]([C:32](=[O:33])[OH:34])=[CH:35][c:36]1[cH:37][c:38]([F:48])[c:39](-[n:42]2[cH:43][n:44][c:45]([CH3:47])[cH:46]2)[cH:40][cH:41]1.[ClH:49].[F:20][C:21]([F:22])([F:23])[C:24]([OH:25])=[O:26].[NH2:50][CH:51]([CH:52]([CH3:53])[OH:54])[c:55]1[cH:56][c:57]([F:62])[c:58]([F:61])[cH:59][cH:60]1.[O:63]=[CH:64][N:65]([CH3:66])[CH3:67].[OH:10][n:11]1[c:12]2[c:13]([cH:14][cH:15][cH:16][cH:17]2)[n:18][n:19]1>>[Cl:27][CH2:28][CH2:29][CH2:30][C:31]([C:32](=[O:34])[NH:50][CH:51]([CH:52]([CH3:53])[OH:54])[c:55]1[cH:56][c:57]([F:62])[c:58]([F:61])[cH:59][cH:60]1)=[CH:35][c:36]1[cH:37][c:38]([F:48])[c:39](-[n:42]2[cH:43][n:44][c:45]([CH3:47])[cH:46]2)[cH:40][cH:41]1. The product is Cc1cn(-c2ccc(C=C(CCCCl)C(=O)NC(c3ccc(F)c(F)c3)C(C)O)cc2F)cn1.